From a dataset of the Open Reaction Database (ORD), a public repository of structured organic reaction records. describe an organic reaction: reactants, conditions, products, and yield The reactants are C1(CC1)(C(=O)OCC)C(=O)[O-] (monoethyl cyclopropane-1,1-dicarboxylate), C1(CC1)(C(=O)OC)C(=O)[O-] (monomethyl cyclopropane-1,1-dicarboxylate), BrCC1=C(C=CC=C1)C(C(=O)OC)=COC (methyl alpha-[2-(bromomethyl)-phenyl]-beta-methoxyacrylate), [OH-].[K+] (potassium hydroxide), [K] (potassium). Yields the product C(C)OC(=O)C(C1=C(C=CC=C1)C(C(=O)OC)=COC)OC(=O)C1CC1 (Methyl alpha-{2 -[1-(ethoxycarbonyl)-cyclopropylcarbonyloxymethyl]-phenyl}-beta-methoxyacrylate). Yield: 66.0%. RXN SMILES: C1(C([O-])=O)([C:4]([O:6][CH2:7][CH3:8])=[O:5])CC1.[OH-].[K+].[K].[C:15]1(C([O-])=O)([C:18]([O:20][CH3:21])=[O:19])[CH2:17][CH2:16]1.BrC[C:27]1[CH:32]=[CH:31][CH:30]=[CH:29][C:28]=1[C:33](=[CH:38][O:39][CH3:40])[C:34]([O:36][CH3:37])=[O:35]>>[CH2:7]([O:6][C:4]([CH:21]([O:20][C:18]([CH:15]1[CH2:16][CH2:17]1)=[O:19])[C:29]1[CH:30]=[CH:31][CH:32]=[CH:27][C:28]=1[C:33](=[CH:38][O:39][CH3:40])[C:34]([O:36][CH3:37])=[O:35])=[O:5])[CH3:8] |f:1.2,^1:13|. Procedure details: A method similar to Example 1 was used and 7.9 g (50 mmol) of monoethyl cyclopropane-1,1-dicarboxylate (prepared according to Example 5a) were converted with 2.8 g (50 mmol) of potassium hydroxide into the potassium salt of monomethyl cyclopropane-1,1-dicarboxylate, and said salt was then reacted with 10 g (35 mmol) of methyl alpha-[2-(bromomethyl)-phenyl]-beta-methoxyacrylate. The product was purified by distillation. Yield: 66%; bp.: 220° C. at 0.3 mbar; colorless oil.